From a dataset of the Open Reaction Database (ORD), a public repository of structured organic reaction records. describe an organic reaction: reactants, conditions, products, and yield Procedure: To a solution of (3S*,4R*)-3-benzylcarbamoyl-4-({isopropyl-[4-methoxy-3-(3-methoxy-propoxy)-benzoyl]-amino}-methyl)-pyrrolidine-1-carboxylic acid tert-butyl ester (61 mg, 0.098 mmol) in 2 mL CH2Cl2, TFA (113 μL, 1.46 mmol) is added. The mixture is stirred at 30° C. for 2 h, then overnight at RT, and poured into a saturated solution of NaHCO3. The layers are separated, and the aqueous one is back-extracted twice with CH2Cl2. The combined organic extracts are dried over Na2SO4, filtered and concen... Run at temperature 30 celsius, time 2 hour. Yields the product C(C1=CC=CC=C1)NC(=O)[C@@H]1CNC[C@H]1CN(C(C1=CC(=C(C=C1)OC)OCCCOC)=O)C(C)C ((3S*,4S*)-4-({Isopropyl-[4-methoxy-3-(3-methoxy-propoxy)-benzoyl]-amino}-methyl)-pyrrolidine-3-carboxylic acid benzylamide). Reactants: C(C)(C)(C)OC(=O)N1C[C@H]([C@@H](C1)CN(C(C1=CC(=C(C=C1)OC)OCCCOC)=O)C(C)C)C(NCC1=CC=CC=C1)=O ((3S*,4R*)-3-benzylcarbamoyl-4-({isopropyl-[4-methoxy-3-(3-methoxy-propoxy)-benzoyl]-amino}-methyl)-pyrrolidine-1-carboxylic acid tert-butyl ester), C(=O)(C(F)(F)F)O (TFA), C(=O)(O)[O-].[Na+] (NaHCO3). Solvent: C(Cl)Cl (CH2Cl2). As a reaction SMILES: C(OC([N:8]1[CH2:12][C@@H:11]([CH2:13][N:14]([CH:31]([CH3:33])[CH3:32])[C:15](=[O:30])[C:16]2[CH:21]=[CH:20][C:19]([O:22][CH3:23])=[C:18]([O:24][CH2:25][CH2:26][CH2:27][O:28][CH3:29])[CH:17]=2)[C@H:10]([C:34](=[O:43])[NH:35][CH2:36][C:37]2[CH:42]=[CH:41][CH:40]=[CH:39][CH:38]=2)[CH2:9]1)=O)(C)(C)C.C(O)(C(F)(F)F)=O.C([O-])(O)=O.[Na+]>C(Cl)Cl>[CH2:36]([NH:35][C:34]([C@H:10]1[C@H:11]([CH2:13][N:14]([CH:31]([CH3:33])[CH3:32])[C:15](=[O:30])[C:16]2[CH:21]=[CH:20][C:19]([O:22][CH3:23])=[C:18]([O:24][CH2:25][CH2:26][CH2:27][O:28][CH3:29])[CH:17]=2)[CH2:12][NH:8][CH2:9]1)=[O:43])[C:37]1[CH:42]=[CH:41][CH:40]=[CH:39][CH:38]=1 |f:2.3|. As a reaction SMILES: [Al+3:2].[CH3:30][CH2:31][O:32][CH2:33][CH3:34].[H-:1].[H-:4].[H-:5].[H-:6].[Li+:3].[O:23]1[CH2:24][CH2:25][CH2:26][CH2:27]1.[OH2:28].[OH2:29].[n:7]1(-[c:12]2[cH:13][c:14]([C:15](=[O:16])[O:17][CH2:18][CH3:19])[cH:20][cH:21][cH:22]2)[cH:8][cH:9][cH:10][cH:11]1>>[n:7]1(-[c:12]2[cH:13][c:14]([CH2:15][OH:16])[cH:20][cH:21][cH:22]2)[cH:8][cH:9][cH:10][cH:11]1. Yields the product OCc1cccc(-n2cccc2)c1. Starting materials: [Al+3], CCOCC, [H-], [H-], [H-], [H-], [Li+], C1CCOC1, O, O, CCOC(=O)c1cccc(-n2cccc2)c1. Starting materials: C([O-])(O)=O.[Na+] (sodium bicarbonate), C(C)(=O)O[BH-](OC(C)=O)OC(C)=O.[Na+] (sodium triacetoxyborohydride), OC1(CCNCC1)CN1C(=CC=C1C)C1=CC=CC=C1 (4-hydroxy-4-(2-phenyl-5-methylpyrrol-1-yl)methyl-piperidine), O=C1NC=CC=C1C=O (2-oxo-1,2-dihydropyridine-3-carboxaldehyde). Solvent: C(Cl)(Cl)Cl (chloroform), C(C)(=O)OCC (ethyl acetate), ClCCl (dichloromethane), C(C)(=O)O (acetic acid). Run at time 20 minute. The product is OC1(CCN(CC1)CC=1C(NC=CC1)=O)CN1C(=CC=C1C1=CC=CC=C1)C (3-[4-Hydroxy-4-(2-methyl-5-phenylpyrrol-1-yl)methyl-piperidino]methyl-1H-pyridin-2-one). Isolated yield 38.9%. RXN SMILES: [OH:1][C:2]1([CH2:8][N:9]2[C:13]([CH3:14])=[CH:12][CH:11]=[C:10]2[C:15]2[CH:20]=[CH:19][CH:18]=[CH:17][CH:16]=2)[CH2:7][CH2:6][NH:5][CH2:4][CH2:3]1.[O:21]=[C:22]1[C:27]([CH:28]=O)=[CH:26][CH:25]=[CH:24][NH:23]1.C(O[BH-](OC(=O)C)OC(=O)C)(=O)C.[Na+].C(=O)(O)[O-].[Na+]>ClCCl.C(Cl)(Cl)Cl.C(OCC)(=O)C.C(O)(=O)C>[OH:1][C:2]1([CH2:8][N:9]2[C:10]([C:15]3[CH:20]=[CH:19][CH:18]=[CH:17][CH:16]=3)=[CH:11][CH:12]=[C:13]2[CH3:14])[CH2:7][CH2:6][N:5]([CH2:28][C:27]2[C:22](=[O:21])[NH:23][CH:24]=[CH:25][CH:26]=2)[CH2:4][CH2:3]1 |f:2.3,4.5|. Procedure: After dissolving 35 mg of 4-hydroxy-4-(2-phenyl-5-methylpyrrol-1-yl)methyl-piperidine in 5 ml of dichloromethane, 16 mg of 2-oxo-1,2-dihydropyridine-3-carboxaldehyde and 0.02 ml of acetic acid were added and the mixture was stirred for 20 minutes at room temperature. Next, 41 mg of sodium triacetoxyborohydride was added and the mixture was stirred overnight at room temperature. Saturated aqueous sodium bicarbonate solution was added to the reaction mixture and extraction was performed with ethyl... Reactants: Cl.NCCC(=O)OCC (ethyl β-alaninate hydrochloride), O.ON1N=NC2=C1C=CC=C2 (1-hydroxybenzotriazole monohydrate), C(CCC)(=O)C1=CC(=C(S1)CC)C(C1CCCCC1)NC1=CC=C(C(=O)O)C=C1 (4-{[(5-butanoyl-2-ethylthiophen-3-yl)(cyclohexyl)methyl]amino}benzoic acid), Cl.C(C)N=C=NCCCN(C)C (1-ethyl-3-(3-dimethylaminopropyl)carbodiimide hydrochloride), Cl (Hydrochloric acid), [OH-].[Na+] (sodium hydroxide). Solvent: CN(C=O)C (N,N-dimethylformamide), C(C)N(CC)CC (triethylamine), C(C)O (ethanol), O1CCCC1 (tetrahydrofuran). Run at time 5 hour. Product: C(CCC)(=O)C1=CC(=C(S1)CC)C(C1CCCCC1)NC1=CC=C(C=C1)C(=O)NCCC(=O)O (3-{[(4-{[(5-butanoyl-2-ethylthiophen-3-yl)(cyclohexyl)methyl]amino}phenyl)carbonyl]amino}propanoic acid). The yield is 63.6%. Reaction SMILES: [C:1]([C:6]1[S:10][C:9]([CH2:11][CH3:12])=[C:8]([CH:13]([NH:20][C:21]2[CH:29]=[CH:28][C:24]([C:25](O)=[O:26])=[CH:23][CH:22]=2)[CH:14]2[CH2:19][CH2:18][CH2:17][CH2:16][CH2:15]2)[CH:7]=1)(=[O:5])[CH2:2][CH2:3][CH3:4].Cl.[NH2:31][CH2:32][CH2:33][C:34]([O:36]CC)=[O:35].O.ON1C2C=CC=CC=2N=N1.Cl.C(N=C=NCCCN(C)C)C.Cl.[OH-].[Na+]>CN(C)C=O.C(O)C.O1CCCC1.C(N(CC)CC)C>[C:1]([C:6]1[S:10][C:9]([CH2:11][CH3:12])=[C:8]([CH:13]([NH:20][C:21]2[CH:29]=[CH:28][C:24]([C:25]([NH:31][CH2:32][CH2:33][C:34]([OH:36])=[O:35])=[O:26])=[CH:23][CH:22]=2)[CH:14]2[CH2:19][CH2:18][CH2:17][CH2:16][CH2:15]2)[CH:7]=1)(=[O:5])[CH2:2][CH2:3][CH3:4] |f:1.2,3.4,5.6,8.9|. Procedure details: To a mixture of 4-{[(5-butanoyl-2-ethylthiophen-3-yl)(cyclohexyl)methyl]amino}benzoic acid (125 mg) synthesized above, ethyl β-alaninate hydrochloride (69.6 mg), 1-hydroxybenzotriazole monohydrate (69.4 mg) and triethylamine (63 μL) in N,N-dimethylformamide (10 mL) was added 1-ethyl-3-(3-dimethylaminopropyl)carbodiimide hydrochloride (86.8 mg), and the mixture was stirred at room temperature for 5 hr. 1N Hydrochloric acid was added to quench the reaction, and the mixture was extracted with ethyl... Reactants: Cl (HCl), NC1[C@@H]2N(C(=C(CS2)C)C(=O)[O-])C1=O (7-amino-3-methyl-3-cephem-4-carboxylate), 7-phthalisoimido-3-methyl-3-cephem-4-carboxylate, NN (hydrazine), CC1=C(N2[C@@H]([C@@H](C2=O)N)SC1)C(=O)O (7-ADCA). The solvent is O (water), O1CCCC1 (tetrahydrofuran). Run at time 7 minute. Product: NC1[C@@H]2N(C(=C(CS2)C)C(=O)O)C1=O (7-Amino-3-methyl-3-cephem-4-carboxylic acid). Reaction SMILES: NN.Cl.[NH2:4][CH:5]1[C:16](=[O:17])[N:7]2[C:8]([C:13]([O-:15])=[O:14])=[C:9]([CH3:12])[CH2:10][S:11][C@H:6]12.CC1CS[C@@H]2[C@H](N)C(=O)N2C=1C(O)=O>O1CCCC1.O>[NH2:4][CH:5]1[C:16](=[O:17])[N:7]2[C:8]([C:13]([OH:15])=[O:14])=[C:9]([CH3:12])[CH2:10][S:11][C@H:6]12. Reported procedure: To a suspension of 7-phthalisoimido-3-methyl-3-cephem-4-carboxylate (172 mg., 0.5 mmol.) in tetrahydrofuran (7 ml.) at 0° was added anhydrous hydrazine (.032 ml., 1 mmol.). After 7 min., 1N HCl (2.5 ml.) and water (2.5 ml.) were added. The mixture was heated on a stream bath for 10 min. after which it was cooled and evaporated in vacuo to a volume of ca. 5 ml. The aqueous solution was filtered, and the pH of the filtrate was adjusted to 3.7 with 5% sodium bicarbonate solution. After 15 min. the ... Reactants: ClC1=NC=CC2=C1N=C(N=C2)SC (8-chloro-2-(methylthio)pyrido[3,4-d]pyrimidine), C(C(C)(C)C)N (neopentylamine). Solvent: C(=O)(O)[O-].[Na+] (NaHCO3), CCOC(=O)C (EtOAc), CN1CCCC1=O (NMP). Run at temperature 80 celsius. Yields the product CSC=1N=CC2=C(N1)C(=NC=C2)NCC(C)(C)C (2-(methylthio)-N-neopentylpyrido[3,4-d]pyrimidin-8-amine). The yield is 73.9%. RXN SMILES: Cl[C:2]1[C:7]2[N:8]=[C:9]([S:12][CH3:13])[N:10]=[CH:11][C:6]=2[CH:5]=[CH:4][N:3]=1.[CH2:14]([NH2:19])[C:15]([CH3:18])([CH3:17])[CH3:16]>CN1C(=O)CCC1.C([O-])(O)=O.[Na+].CCOC(C)=O>[CH3:13][S:12][C:9]1[N:10]=[CH:11][C:6]2[CH:5]=[CH:4][N:3]=[C:2]([NH:19][CH2:14][C:15]([CH3:18])([CH3:17])[CH3:16])[C:7]=2[N:8]=1 |f:3.4|. Procedure: To a solution of 8-chloro-2-(methylthio)pyrido[3,4-d]pyrimidine (Preparation 33, 1 g, 4.72 mmol) in NMP (15 mL) was added neopentylamine (5.5 mL, 4.72 mmol). The reaction mixture was heated to 80° C. for 20 hours. The reaction mixture was diluted with saturated aqueous NaHCO3 (50 mL) and EtOAc (2×50 mL). The combined organic layers were washed with water (50 mL) and brine (50 mL), dried (MgSO4) and concentrated in vacuo. The residue was purified by silica gel column chromatography eluting with 0... Starting materials: CC1(C)OCC(CCl)O1, [N-]=[N+]=[N-], [Na+], CN(C)C=O. Product: CC1(C)OCC(CN=[N+]=[N-])O1. As a reaction SMILES: [CH3:1][C:2]1([CH3:9])[O:3][CH2:4][CH:5]([CH2:7][Cl:8])[O:6]1.[N-:10]=[N+:11]=[N-:12].[Na+:13].[O:14]=[CH:15][N:16]([CH3:17])[CH3:18]>>[CH3:1][C:2]1([CH3:9])[O:3][CH2:4][CH:5]([CH2:7][N:10]=[N+:11]=[N-:12])[O:6]1. Reactants: CN, CN(C)S(=O)(=O)c1ccc(F)c(C(=O)O)c1. Yields the product CNc1ccc(S(=O)(=O)N(C)C)cc1C(=O)O. As a reaction SMILES: [CH3:17][NH2:18].[CH3:1][N:2]([S:3](=[O:4])(=[O:5])[c:6]1[cH:7][cH:8][c:9]([F:15])[c:10]([C:11](=[O:12])[OH:13])[cH:14]1)[CH3:16]>>[CH3:1][N:2]([S:3](=[O:4])(=[O:5])[c:6]1[cH:7][cH:8][c:9]([NH:18][CH3:17])[c:10]([C:11](=[O:12])[OH:13])[cH:14]1)[CH3:16].